From a dataset of the Open Reaction Database (ORD), a public repository of structured organic reaction records. describe an organic reaction: reactants, conditions, products, and yield The reactants are isochromans, [H-] (hydride), CC1OCC2=C(C(=C(C=C2C1)OC)C)OC (3,7-dimethyl-6,8-dimethoxyisochroman), sodium ethyl thiolate. The solvent is CN(C)C=O (DMF). The product is CC1OCC2=C(C(=C(C=C2C1)O)C)OC (3,7-dimethyl-6-hydroxy-8-methoxyisochroman). Reaction SMILES: [CH3:1][CH:2]1[CH2:11][C:10]2[C:5](=[C:6]([O:15][CH3:16])[C:7]([CH3:14])=[C:8]([O:12]C)[CH:9]=2)[CH2:4][O:3]1.[H-]>CN(C=O)C>[CH3:1][CH:2]1[CH2:11][C:10]2[C:5](=[C:6]([O:15][CH3:16])[C:7]([CH3:14])=[C:8]([OH:12])[CH:9]=2)[CH2:4][O:3]1. Procedure: A method for synthesizing isochromans comprising reacting 3,7-dimethyl-6,8-dimethoxyisochroman with sodium ethyl thiolate or hydride reagents in DMF to produce 3,7-dimethyl-6-hydroxy-8-methoxyisochroman. Reactants: CC(C)(Br)C(=O)Nc1cc(C(C)(C)C)on1, CCCS(=O)O, Cl, [Na], CN(C)C=O, c1ccncc1. The product is CCCS(=O)(=O)C(C)(C)C(=O)Nc1cc(C(C)(C)C)on1. As a reaction SMILES: [Br:1][C:2]([C:3](=[O:4])[NH:5][c:6]1[n:7][o:8][c:9]([C:11]([CH3:12])([CH3:13])[CH3:14])[cH:10]1)([CH3:15])[CH3:16].[CH2:18]([CH2:19][CH3:20])[S:21](=[O:22])[OH:23].[ClH:30].[Na:17].[O:31]=[CH:32][N:33]([CH3:34])[CH3:35].[cH:24]1[cH:25][cH:26][n:27][cH:28][cH:29]1>>[C:2]([C:3](=[O:4])[NH:5][c:6]1[n:7][o:8][c:9]([C:11]([CH3:12])([CH3:13])[CH3:14])[cH:10]1)([CH3:15])([CH3:16])[S:21]([CH2:18][CH2:19][CH3:20])(=[O:22])=[O:23]. Reactants: CC1C(NN(C1)C=1C=NC=CC1)=O (4-methyl-1-(pyridin-3-yl)pyrazolidin-3-one), P(=O)(Cl)(Cl)Cl (phosphoryl chloride). Solvent: C(C)#N (acetonitrile). Conditions: temperature 75 celsius. Product: ClC1=NN(CC1C)C=1C=NC=CC1 (3-(3-chloro-4-methyl-4,5-dihydro-1H-pyrazol-1-yl)pyridine). As a reaction SMILES: [CH3:1][CH:2]1[CH2:6][N:5]([C:7]2[CH:8]=[N:9][CH:10]=[CH:11][CH:12]=2)[NH:4][C:3]1=O.P(Cl)(Cl)([Cl:16])=O>C(#N)C>[Cl:16][C:3]1[CH:2]([CH3:1])[CH2:6][N:5]([C:7]2[CH:8]=[N:9][CH:10]=[CH:11][CH:12]=2)[N:4]=1. Procedure: In another embodiment, 4-methyl-1-(pyridin-3-yl)pyrazolidin-3-one (1) in acetonitrile is chlorinated with phosphoryl chloride and the mixture is heated to about 75° C. The 3-(3-chloro-4-methyl-4,5-dihydro-1H-pyrazol-1-yl)pyridine (2) can be isolated and purified by standard techniques. Reactants: solution, CNC (dimethylamine), C(C)(=O)O[BH-](OC(C)=O)OC(C)=O.[Na+] (sodium triacetoxyborohydride), [OH-].[Na+] (sodium hydroxide), NC=1N(C(C(N1)(C1=CC=C(C=C1)OC(F)F)C=1C=C(C=O)C=CC1)=O)C (3-[2-Amino-4-(4-difluoromethoxy-phenyl)-1-methyl-5-oxo-4,5-dihydro-1H-imidazol-4-yl]-benzaldehyde). Reagents/catalysts: C(C)(=O)O (acetic acid). The solvent is C1CCOC1 (THF), ClCCCl (1,2-dichloroethane). Yields the product NC1=NC(C(N1C)=O)(C1=CC(=CC=C1)CN(C)C)C1=CC=C(C=C1)OC(F)F (2-amino-5-[4-(difluoromethoxy)phenyl]-5-{3-[(dimethylamino)-methyl]phenyl}-3-methyl-3,5-dihydro-4H-imidazol-4-one). Isolated yield 43.0%. Reaction SMILES: [NH2:1][C:2]1[N:3]([CH3:26])[C:4](=[O:25])[C:5]([C:17]2[CH:18]=[C:19]([CH:22]=[CH:23][CH:24]=2)[CH:20]=O)([C:7]2[CH:12]=[CH:11][C:10]([O:13][CH:14]([F:16])[F:15])=[CH:9][CH:8]=2)[N:6]=1.[CH3:27][NH:28][CH3:29].C(O[BH-](OC(=O)C)OC(=O)C)(=O)C.[Na+].[OH-].[Na+]>C1COCC1.C(O)(=O)C.ClCCCl>[NH2:1][C:2]1[N:3]([CH3:26])[C:4](=[O:25])[C:5]([C:7]2[CH:8]=[CH:9][C:10]([O:13][CH:14]([F:15])[F:16])=[CH:11][CH:12]=2)([C:17]2[CH:24]=[CH:23][CH:22]=[C:19]([CH2:20][N:28]([CH3:29])[CH3:27])[CH:18]=2)[N:6]=1 |f:2.3,4.5|. Procedure details: A small vial (10 ml) was charged with 3-[2-Amino-4-(4-difluoromethoxy-phenyl)-1-methyl-5-oxo-4,5-dihydro-1H-imidazol-4-yl]-benzaldehyde (69 mg, 192 μmol) and 1,2-dichloroethane (DCE, 1 ml). To this was added a 2M solution of dimethylamine in THF (1 ml). After stirring overnight at room temperature sodium triacetoxyborohydride (58 mg, 270 μmol) was added followed by 1 drop of glacial acetic acid (˜12 mg), then after another 20 hours 1N sodium hydroxide (1 ml) was added and the mixture extracted w... Product: C=CCSC1C(CC)C(=O)N1CC(=O)OC. Reaction SMILES: [Br:12][CH2:13][C:14](=[O:15])[O:16][CH3:17].[C:18](=[O:19])([O-:20])[O-:21].[CH2:1]([CH:2]=[CH2:3])[S:4][CH:5]1[CH:6]([CH2:10][CH3:11])[C:7](=[O:9])[NH:8]1.[CH3:24][N:25]([CH3:26])[CH:27]=[O:28].[K+:22].[K+:23]>>[CH2:1]([CH:2]=[CH2:3])[S:4][CH:5]1[CH:6]([CH2:10][CH3:11])[C:7](=[O:9])[N:8]1[CH2:13][C:14](=[O:15])[O:16][CH3:17]. Reactants: COC(=O)CBr, O=C([O-])[O-], C=CCSC1NC(=O)C1CC, CN(C)C=O, [K+], [K+]. Reactants: N1[C@H](C(=O)O)CCC1.C(C1=CC=CC=C1)NC([C@@H](N)[C@@H](C)CC)=O (L-proline L-isoleucine benzylamide), C([O-])([O-])=O.[Na+].[Na+] (sodium carbonate), ClCC(=O)C1=C(C2=C(S1)C=CC(=C2)Cl)C (2-chloroacetyl-5-chloro-3-methylbenzo[B]thiophene). Run in C(C)#N (acetonitrile). Product: ClC1=CC2=C(SC(=C2C)C(CN2[C@H](C(=O)N(C([C@@H](N)[C@@H](C)CC)=O)CC3=CC=CC=C3)CCC2)=O)C=C1 (L-isoleucine, N-[1-(2-(5-chloro-3-methyl-benzo[B]thiophene-2-yl)-2-oxoethyl)-L-prolyl] benzylamide). Yield: 50.0%. As a reaction SMILES: [NH:1]1[CH2:8][CH2:7][CH2:6][C@H:2]1[C:3]([OH:5])=O.[CH2:9]([NH:16][C:17](=[O:24])[C@H:18]([C@H:20]([CH2:22][CH3:23])[CH3:21])[NH2:19])[C:10]1[CH:15]=[CH:14][CH:13]=[CH:12][CH:11]=1.C(=O)([O-])[O-].[Na+].[Na+].Cl[CH2:32][C:33]([C:35]1[S:39][C:38]2[CH:40]=[CH:41][C:42]([Cl:44])=[CH:43][C:37]=2[C:36]=1[CH3:45])=[O:34]>C(#N)C>[Cl:44][C:42]1[CH:41]=[CH:40][C:38]2[S:39][C:35]([C:33](=[O:34])[CH2:32][N:1]3[CH2:8][CH2:7][CH2:6][C@H:2]3[C:3]([N:16]([CH2:9][C:10]3[CH:15]=[CH:14][CH:13]=[CH:12][CH:11]=3)[C:17](=[O:24])[C@H:18]([C@H:20]([CH2:22][CH3:23])[CH3:21])[NH2:19])=[O:5])=[C:36]([CH3:45])[C:37]=2[CH:43]=1 |f:0.1,2.3.4|. Procedure details: Using the procedure described in example 5, treatment of L-proline-L-isoleucine benzylamide (200 mg, 0.63 mmol), with sodium carbonate (100 mg, 0.94 mmol), and 2-chloroacetyl-5-chloro-3-methylbenzo[B]thiophene (Ryan Scientific; Columbia, S.C.: 244 mg, 0.941 mmol, 1.5 eq) in acetonitrile (10 mL), provided 170 mg (50%) of L-isoleucine, N-[1-(2-(5-chloro-3-methyl-benzo[B]thiophene-2-yl)-2-oxoethyl)-L-prolyl] benzylamide as a pale yellow oil that formed a waxy solid on standing. Product: COc1ccccc1OCCNCCCc1c[nH]c2ccccc12. Starting materials: COc1ccccc1OCCN(CCCc1c[nH]c2ccccc12)Cc1ccccc1, CCO. As a reaction SMILES: [CH2:1]([c:2]1[cH:3][cH:4][cH:5][cH:6][cH:7]1)[N:8]([CH2:9][CH2:10][O:11][c:12]1[c:13]([O:18][CH3:19])[cH:14][cH:15][cH:16][cH:17]1)[CH2:20][CH2:21][CH2:22][c:23]1[cH:24][nH:25][c:26]2[cH:27][cH:28][cH:29][cH:30][c:31]12.[CH3:32][CH2:33][OH:34]>>[NH:8]([CH2:9][CH2:10][O:11][c:12]1[c:13]([O:18][CH3:19])[cH:14][cH:15][cH:16][cH:17]1)[CH2:20][CH2:21][CH2:22][c:23]1[cH:24][nH:25][c:26]2[cH:27][cH:28][cH:29][cH:30][c:31]12. RXN SMILES: [OH:1][C:2]1[C:15]2[C:14](=[O:16])[CH:13]=[C:12]([C:17]([O:19]CC)=[O:18])[O:11][C:10]=2[C:9]([CH2:22][CH2:23][CH3:24])=[C:8]2[C:3]=1[CH:4]=[CH:5][CH:6]=[CH:7]2.C(=O)(O)[O-].[Na+:29]>O.C(O)C>[OH:1][C:2]1[C:15]2[C:14](=[O:16])[CH:13]=[C:12]([C:17]([O-:19])=[O:18])[O:11][C:10]=2[C:9]([CH2:22][CH2:23][CH3:24])=[C:8]2[C:3]=1[CH:4]=[CH:5][CH:6]=[CH:7]2.[Na+:29] |f:1.2,5.6|. Yields the product OC1=C2C=CC=CC2=C(C=2OC(=CC(C21)=O)C(=O)[O-])CCC.[Na+] (Sodium 5-hydroxy-4-oxo-10-propyl-4H-naphtho[2,3-b]pyran-2-carboxylate). Reactants: OC1=C2C=CC=CC2=C(C=2OC(=CC(C21)=O)C(=O)OCC)CCC (Ethyl 5-hydroxy-4-oxo-10-propyl-4H-naphtho[2,3-b]pyran-2-carboxylate), C([O-])(O)=O.[Na+] (sodium bicarbonate). Reported procedure: The product of step (a) (6 g) was heated at 100° with sodium bicarbonate (1.55 g) in a mixture of water (50 ml) and ethanol (5 ml), for 4 hours. The ethanol was removed, in vacuo, and the remaining aqueous solution was filtered and cooled. The sodium salt (1.8 g) crystallised from this solution as orange needles. Solvent: O (water), C(C)O (ethanol). Reactants: C(C(=O)Cl)(=O)Cl (oxalyl chloride), ClC=1C=C(C=CC1S(=O)(=O)C)C(C(=O)O)C[C@@H]1CC(CC1)(F)F (2-(3-chloro-4-methanesulfonyl-phenyl)-3-((R)-3,3-difluoro-cyclopentyl)-propionic acid). Reagents/catalysts: CN(C=O)C (N,N-dimethylformamide). Solvent: C(Cl)Cl (methylene chloride), C(Cl)Cl (methylene chloride). Conditions: temperature 0 celsius, time 15 minute. The product is solution, ClC=1C=C(C=CC1S(=O)(=O)C)C(C(=O)Cl)C[C@@H]1CC(CC1)(F)F (2-(3-chloro-4-methanesulfonyl-phenyl)-3-((R)-3,3-difluoro-cyclopentyl)-propionyl chloride). As a reaction SMILES: [Cl:1][C:2]1[CH:3]=[C:4]([CH:12]([CH2:16][C@H:17]2[CH2:21][CH2:20][C:19]([F:23])([F:22])[CH2:18]2)[C:13](O)=[O:14])[CH:5]=[CH:6][C:7]=1[S:8]([CH3:11])(=[O:10])=[O:9].C(Cl)(=O)C([Cl:27])=O>C(Cl)Cl.CN(C)C=O>[Cl:1][C:2]1[CH:3]=[C:4]([CH:12]([CH2:16][C@H:17]2[CH2:21][CH2:20][C:19]([F:23])([F:22])[CH2:18]2)[C:13]([Cl:27])=[O:14])[CH:5]=[CH:6][C:7]=1[S:8]([CH3:11])(=[O:10])=[O:9]. Reported procedure: A solution of 2-(3-chloro-4-methanesulfonyl-phenyl)-3-((R)-3,3-difluoro-cyclopentyl)-propionic acid (240 mg, 0.65 mmol) was dissolved in methylene chloride (10 mL) and N,N-dimethylformamide (one drop) and cooled to 0° C. To this solution was added dropwise a solution of oxalyl chloride in methylene chloride (2 M solution, 376 μL, 0.75 mmol) which produced gas evolution and was stirred at 0° C. for 15 min and then warmed to 25° C. and stirred for 1 h. After this time, the reaction was concentrate... The yield is 28.0%. Reaction SMILES: [Cl:1][C:2]1[N:3]=[C:4](Cl)[C:5]2[CH:10]=[CH:9][N:8]([S:11]([C:14]3[CH:19]=[CH:18][C:17]([CH3:20])=[CH:16][CH:15]=3)(=[O:13])=[O:12])[C:6]=2[N:7]=1.[NH2:22][C:23]1[CH:31]=[CH:30][CH:29]=[C:28]([O:32][CH3:33])[C:24]=1[C:25]([NH2:27])=[O:26]>>[Cl:1][C:2]1[N:3]=[C:4]([NH:22][C:23]2[CH:31]=[CH:30][CH:29]=[C:28]([O:32][CH3:33])[C:24]=2[C:25]([NH2:27])=[O:26])[C:5]2[CH:10]=[CH:9][N:8]([S:11]([C:14]3[CH:19]=[CH:18][C:17]([CH3:20])=[CH:16][CH:15]=3)(=[O:13])=[O:12])[C:6]=2[N:7]=1. Procedure details: Using General Protocol II with 2,4-dichloro-7-[(4-methylphenyl)sulfonyl]-7H-pyrrolo[2,3-d]pyrimidine (3.00 g, 8.8 mmol) and 2-amino-6-(methyloxy)benzamide (3.10 g, 18.7 mmol), 2-({2-chloro-7-[(4-methylphenyl)sulfonyl]-7H-pyrrolo[2,3-d]pyrimidin-4-yl}amino)-6-(methyloxy)benzamide was isolated as white solid (1.15 g, 28% Yield); 1H NMR (400 MHz, DMSO-d6) δ ppm 2.34 (s, 3 H), 3.81 (s, 3 H), 6.55 (s, 1 H), 6.94 (d, J=7.87 Hz, 1 H), 7.37-7.49 (m, 4 H), 7.63 (d, J=4.03 Hz, 3 H), 7.94 (d, J=8.24 Hz, 2 ... Reactants: NC1=C(C(=O)N)C(=CC=C1)OC (2-amino-6-(methyloxy)benzamide), II, ClC=1N=C(C2=C(N1)N(C=C2)S(=O)(=O)C2=CC=C(C=C2)C)Cl (2,4-dichloro-7-[(4-methylphenyl)sulfonyl]-7H-pyrrolo[2,3-d]pyrimidine). The product is ClC=1N=C(C2=C(N1)N(C=C2)S(=O)(=O)C2=CC=C(C=C2)C)NC2=C(C(=O)N)C(=CC=C2)OC (2-({2-chloro-7-[(4-methylphenyl)sulfonyl]-7H-pyrrolo[2,3-d]pyrimidin-4-yl}amino)-6-(methyloxy)benzamide), solid.